The task is: describe an organic reaction: reactants, conditions, products, and yield. This data is from the Open Reaction Database (ORD), a public repository of structured organic reaction records. The reactants are N1=C(C=CC=C1)N1CCC(CC1)NC(=O)N1C=NC=C1 (N-[1-(2-pyridinyl)-4-piperidinyl]-1H-imidazole-1-carboxamide), FC(C(=O)O)(F)F.NC1CCC(CC1)NC1=NC(=C2N=CN(C2=N1)[C@H]1[C@@H]([C@@H]([C@H](C1)N1N=CC(=C1)C)O)O)NCC(C1=CC=CC=C1)C1=CC=CC=C1 ((1R,2S,3R,5S)-3-[2-(4-Amino-cyclohexylamino)-6-(2,2-diphenyl-ethylamino)-purin-9-yl]-5-(4-methyl-pyrazol-1-yl)-cyclopentane-1,2-diol trifluoroacetate), C1(=CC=CC=C1)C (Toluene), CC(C)O (iPrOH), solution. Solvent: C(Cl)Cl (DCM), C(Cl)Cl (DCM). Reaction conditions: time 48 hour. Product: FC(C(=O)O)(F)F.O[C@H]1[C@@H](C[C@@H]([C@H]1O)N1N=CC(=C1)C)N1C2=NC(=NC(=C2N=C1)NCC(C1=CC=CC=C1)C1=CC=CC=C1)NC1CCC(CC1)NC(=O)NC1CCN(CC1)C1=NC=CC=C1 (1-{4-[9-[(1R,2S,3R,4S)-2,3-Dihydroxy-4-(4-methyl-pyrazol-1-yl)-cyclopentyl]-6-(2,2-diphenyl-ethylamino)-9H-purin-2-ylamino]-cyclohexyl}-3-(3,4,5,6-tetrahydro-2H-[1,2′]bipyridinyl-4-yl)-urea Trifluoroacetate). Reaction SMILES: [F:1][C:2]([F:7])([F:6])[C:3]([OH:5])=[O:4].[NH2:8][CH:9]1[CH2:14][CH2:13][CH:12]([NH:15][C:16]2[N:24]=[C:23]3[C:19]([N:20]=[CH:21][N:22]3[C@@H:25]3[CH2:29][C@H:28]([N:30]4[CH:34]=[C:33]([CH3:35])[CH:32]=[N:31]4)[C@@H:27]([OH:36])[C@H:26]3[OH:37])=[C:18]([NH:38][CH2:39][CH:40]([C:47]3[CH:52]=[CH:51][CH:50]=[CH:49][CH:48]=3)[C:41]3[CH:46]=[CH:45][CH:44]=[CH:43][CH:42]=3)[N:17]=2)[CH2:11][CH2:10]1.C1(C)C=CC=CC=1.CC(O)C.[N:64]1[CH:69]=[CH:68][CH:67]=[CH:66][C:65]=1[N:70]1[CH2:75][CH2:74][CH:73]([NH:76][C:77](N2C=CN=C2)=[O:78])[CH2:72][CH2:71]1>C(Cl)Cl>[F:1][C:2]([F:7])([F:6])[C:3]([OH:5])=[O:4].[OH:37][C@@H:26]1[C@H:27]([OH:36])[C@@H:28]([N:30]2[CH:34]=[C:33]([CH3:35])[CH:32]=[N:31]2)[CH2:29][C@H:25]1[N:22]1[CH:21]=[N:20][C:19]2[C:23]1=[N:24][C:16]([NH:15][CH:12]1[CH2:11][CH2:10][CH:9]([NH:8][C:77]([NH:76][CH:73]3[CH2:72][CH2:71][N:70]([C:65]4[CH:66]=[CH:67][CH:68]=[CH:69][N:64]=4)[CH2:75][CH2:74]3)=[O:78])[CH2:14][CH2:13]1)=[N:17][C:18]=2[NH:38][CH2:39][CH:40]([C:41]1[CH:46]=[CH:45][CH:44]=[CH:43][CH:42]=1)[C:47]1[CH:48]=[CH:49][CH:50]=[CH:51][CH:52]=1 |f:0.1,6.7|. Reported procedure: (1R,2S,3R,5S)-3-[2-(4-Amino-cyclohexylamino)-6-(2,2-diphenyl-ethylamino)-purin-9-yl]-5-(4-methyl-pyrazol-1-yl)-cyclopentane-1,2-diol trifluoroacetate (Example 1) (0.020 g, 0.028 mmol) is dissolved in DCM (2 ml). Toluene (2 ml) and iPrOH (1 ml) are added followed by N-[1-(2-pyridinyl)-4-piperidinyl]-1H-imidazole-1-carboxamide (which is prepared using the method described in international patent application WO 01/94368) (0.03 mmol of a 0.1 M solution in DCM). The dichloromethane is removed by vacu... Conditions: time 10 minute. Reactants: COC=1C=CC(=C(C1)N)C1CC2=CC=C(C=C2CC1)OC (5-methoxy-2-(6-methoxy-1,2,3,4-tetrahydronaphthalen-2-yl)phenylamine), C(C)(=O)OC(C)=O (acetic anhydride), C([O-])(O)=O.[Na+] (sodium bicarbonate), ice water. Run in N1=CC=CC=C1 (pyridine). Reaction SMILES: [CH3:1][O:2][C:3]1[CH:4]=[CH:5][C:6]([CH:10]2[CH2:19][CH2:18][C:17]3[C:12](=[CH:13][CH:14]=[C:15]([O:20][CH3:21])[CH:16]=3)[CH2:11]2)=[C:7]([NH2:9])[CH:8]=1.[C:22](OC(=O)C)(=[O:24])[CH3:23].C(=O)(O)[O-].[Na+]>N1C=CC=CC=1>[CH3:1][O:2][C:3]1[CH:4]=[CH:5][C:6]([CH:10]2[CH2:19][CH2:18][C:17]3[C:12](=[CH:13][CH:14]=[C:15]([O:20][CH3:21])[CH:16]=3)[CH2:11]2)=[C:7]([NH:9][C:22](=[O:24])[CH3:23])[CH:8]=1 |f:2.3|. The product is COC=1C=CC(=C(C1)NC(C)=O)C1CC2=CC=C(C=C2CC1)OC (N-[5-methoxy-2-(6-methoxy-1,2,3,4-tetrahydronaphthalen-2-yl)phenyl]acetamide). Reported procedure: To a solution of 5-methoxy-2-(6-methoxy-1,2,3,4-tetrahydronaphthalen-2-yl)phenylamine (1.0 g) in pyridine (5 ml) was added acetic anhydride (5 ml), and the solution was stirred for 10 minutes at room temperature. An ice water was added thereto, the solution was stirred, was neutralized with a saturated aqueous solution of sodium bicarbonate, and the resulting solid was filtered and purified by silica gel column chromatography (hexane-ethyl acetate system) to provide N-[5-methoxy-2-(6-methoxy-1,2... Yield: 46.5%. The solvent is C(Cl)(Cl)Cl (chloroform). Reactants: ClC1=C(C(=O)O)C=C(C=C1)C (2-chloro-5-methyl-benzoic acid), BrN1C(CCC1=O)=O (N-bromosuccinimide). Reaction SMILES: [Cl:1][C:2]1[CH:10]=[CH:9][C:8]([CH3:11])=[CH:7][C:3]=1[C:4]([OH:6])=[O:5].[Br:12]N1C(=O)CCC1=O>C(Cl)(Cl)Cl>[Br:12][CH2:11][C:8]1[CH:9]=[CH:10][C:2]([Cl:1])=[C:3]([CH:7]=1)[C:4]([OH:6])=[O:5]. Reaction conditions: time 1 hour. Procedure details: To a stirred solution of 2-chloro-5-methyl-benzoic acid (25 g) in chloroform (500 ml) at 50° C. was added N-bromosuccinimide (27.40 g). The flask was purged with nitrogen and azobisisobutyronitrile (0.10 g) added in one portion. The solution was heated at reflux for 1 h. Further azobisisobutyronitrile (0.10 g) was added and the mixture heated a further 3 h. The solution was concentrated in vacuo, redissolved in diethyl ether and filtered to remove insoluble succinimide. The ether solution was wa... Yields the product BrCC=1C=CC(=C(C(=O)O)C1)Cl (5-Bromomethyl-2-chloro-benzoic acid). Starting materials: C1CCOC1, CCO, CCOC(=O)C(C)(C)Oc1ccc(CCN(Cc2ccc(-c3coc(C4CC4)n3)cc2)c2noc(-c3cccc(C(F)(F)F)c3)n2)cc1, [Li+], [OH-], O. The product is CC(C)(Oc1ccc(CCN(Cc2ccc(-c3coc(C4CC4)n3)cc2)c2noc(-c3cccc(C(F)(F)F)c3)n2)cc1)C(=O)O. Reaction SMILES: [CH2:55]1[O:56][CH2:57][CH2:58][CH2:59]1.[CH3:49][CH2:50][OH:51].[CH:1]1([c:4]2[o:5][cH:6][c:7](-[c:9]3[cH:10][cH:11][c:12]([CH2:13][N:14]([CH2:15][CH2:16][c:17]4[cH:18][cH:19][c:20]([O:21][C:22]([C:23](=[O:24])[O:25][CH2:26][CH3:27])([CH3:28])[CH3:29])[cH:30][cH:31]4)[c:32]4[n:33][o:34][c:35](-[c:37]5[cH:38][c:39]([C:43]([F:44])([F:45])[F:46])[cH:40][cH:41][cH:42]5)[n:36]4)[cH:47][cH:48]3)[n:8]2)[CH2:2][CH2:3]1.[Li+:54].[OH-:53].[OH2:52]>>[CH:1]1([c:4]2[o:5][cH:6][c:7](-[c:9]3[cH:10][cH:11][c:12]([CH2:13][N:14]([CH2:15][CH2:16][c:17]4[cH:18][cH:19][c:20]([O:21][C:22]([C:23](=[O:24])[OH:25])([CH3:28])[CH3:29])[cH:30][cH:31]4)[c:32]4[n:33][o:34][c:35](-[c:37]5[cH:38][c:39]([C:43]([F:44])([F:45])[F:46])[cH:40][cH:41][cH:42]5)[n:36]4)[cH:47][cH:48]3)[n:8]2)[CH2:2][CH2:3]1. Starting materials: [BH4-].[Na+] (sodium borohydride), OCC[C@H](CC(CC\C=C\C)=O)O ((-)-(3R,8E)- 1,3-Dihydroxy-8-decen-5-one), C(C)B(CC)CC (triethylborane), C(O)([O-])=O.[Na+] (sodium hydrogen carbonate). Run in CO (methanol), O1CCCC1 (tetrahydrofuran), O1CCCC1 (tetrahydrofuran), CO (methanol). Conditions: temperature -70 celsius, time 3 hour. Product: OCC[C@H](C[C@H](CC\C=C\C)O)O ((-)-(3R,5S,8E)- 1,3,5-Trihydroxy-8-decene). RXN SMILES: [OH:1][CH2:2][CH2:3][C@@H:4]([OH:13])[CH2:5][C:6](=[O:12])[CH2:7][CH2:8]/[CH:9]=[CH:10]/[CH3:11].C(B(CC)CC)C.[BH4-].[Na+].C(=O)([O-])O.[Na+]>O1CCCC1.CO>[OH:1][CH2:2][CH2:3][C@@H:4]([OH:13])[CH2:5][C@@H:6]([OH:12])[CH2:7][CH2:8]/[CH:9]=[CH:10]/[CH3:11] |f:2.3,4.5|. Reported procedure: 1 g (5.4 mmol) of compound 2b from Example 10 is stirred at room temperature in 50 ml of tetrahydrofuran with 8.6 ml of a 1 molar triethylborane solution in tetrahydrofuran (8.6 mmol) for 15 min. After cooling to -70° C., 4.3 ml of methanol and 0.4 g (10.7 mmol) of sodium borohydride are added and the reaction mixture is stirred at this temperature for a further 3 h. For working-up, 30 ml of a saturated sodium hydrogen carbonate solution are added to the mixture and it is extracted three times u... The reactants are Br, CC(N)C(=O)N1CCCC1C(=O)Nc1ccccc1, Cc1cc(C)c(S(=O)(=O)Cl)c(C)c1. Yields the product Cc1cc(C)c(S(=O)(=O)NC(C)C(=O)N2CCCC2C(=O)Nc2ccccc2)c(C)c1. As a reaction SMILES: [BrH:1].[NH2:2][CH:3]([CH3:4])[C:5](=[O:6])[N:7]1[CH:8]([C:9](=[O:10])[NH:11][c:12]2[cH:13][cH:14][cH:15][cH:16][cH:17]2)[CH2:18][CH2:19][CH2:20]1.[c:21]1([CH3:33])[c:22]([S:29](=[O:30])(=[O:31])[Cl:32])[c:23]([CH3:28])[cH:24][c:25]([CH3:27])[cH:26]1>>[NH:2]([CH:3]([CH3:4])[C:5](=[O:6])[N:7]1[CH:8]([C:9](=[O:10])[NH:11][c:12]2[cH:13][cH:14][cH:15][cH:16][cH:17]2)[CH2:18][CH2:19][CH2:20]1)[S:29]([c:22]1[c:21]([CH3:33])[cH:26][c:25]([CH3:27])[cH:24][c:23]1[CH3:28])(=[O:30])=[O:31].